From a dataset of the Open Reaction Database (ORD), a public repository of structured organic reaction records. describe an organic reaction: reactants, conditions, products, and yield RXN SMILES: [CH:1]([CH:3]=[CH2:4])=[O:2].[F:5][C:6]([Si](C)(C)C)([F:8])[F:7].CCCC[N+](CCCC)(CCCC)CCCC.[F-].Br[CH2:32][C:33]([O:35][C:36]([CH3:39])([CH3:38])[CH3:37])=[O:34].[OH-].[Na+]>S([O-])(O)(=O)=O.C([N+](CCCC)(CCCC)CCCC)CCC.CCCC[N+](CCCC)(CCCC)CCCC.[F-].C(OC)(C)(C)C.O.C1COCC1.C1(C)C=CC=CC=1>[F:5][C:6]([F:8])([F:7])[CH:1]([O:2][CH2:32][C:33]([O:35][C:36]([CH3:39])([CH3:38])[CH3:37])=[O:34])[CH:3]=[CH2:4] |f:2.3,5.6,7.8,9.10|. Reaction conditions: temperature 2.5 celsius. The reagents and catalysts are CCCC[N+](CCCC)(CCCC)CCCC.[F-] (TBAF), S(=O)(=O)(O)[O-].C(CCC)[N+](CCCC)(CCCC)CCCC (tetra-n-butylammonium hydrogen sulfate). Reactants: FC(F)(F)[Si](C)(C)C ((Trifluoromethyl)trimethylsilane), 2h, BrCC(=O)OC(C)(C)C (tert-butyl bromoacetate), C(=O)C=C (acrolein), [OH-].[Na+] (Sodium hydroxide), 2h, CCCC[N+](CCCC)(CCCC)CCCC.[F-] (TBAF), 2h. Solvent: C(C)(C)(C)OC (methyl tert-butyl ether), O (water), C1CCOC1 (THF), C1(=CC=CC=C1)C (toluene). Product: FC(C(C=C)OCC(=O)OC(C)(C)C)(F)F (tert-Butyl 2-(1,1,1-trifluorobut-3-en-2-yloxy)acetate). Procedure: A reaction vessel was charged with toluene (3.2 L), THF (0.60 L) and acrolein (0.40 L, 5.985 mol) at rt under nitrogen. (Trifluoromethyl)trimethylsilane (1.003 kg, 7.059 mol) was added at 17° C. The reaction mixture was cooled to 2.5° C. and TBAF (0.01 M in THF, 0.400 L, 0.004 mol) was added over 2 h. During addition of TBAF, the temperature of the reaction mixture increased to 65° C. The reaction mixture was cooled to 0° C., and after 2h, tetra-n-butylammonium hydrogen sulfate (0.171 kg, 0.503 ... Isolated yield 94.5%. Starting materials: TEA, NC=1C(=NC(=C(C1)C(F)(F)F)Br)C(=O)NNC(C(C(F)(F)F)(O[Si](C(C)C)(C(C)C)C(C)C)C)=O (3-amino-6-bromo-N′-(3,3,3-trifluoro-2-methyl-2-(triisopropylsilyloxy) propanoyl)-5-(trifluoromethyl)picolinohydrazide), S(=O)(=O)(C1=CC=C(C)C=C1)Cl (Tosyl chloride). Solvent: C(Cl)Cl (DCM). Reaction conditions: temperature 0 celsius, time 5 minute. Product: BrC1=C(C=C(C(=N1)C=1OC(=NN1)C(C(F)(F)F)(C)O[Si](C(C)C)(C(C)C)C(C)C)N)C(F)(F)F (6-Bromo-2-(5-(1,1,1-trifluoro-2-(triisopropylsilyloxy)propan-2-yl)-1,3,4-oxadiazol-2-yl)-5-(trifluoromethyl)pyridin-3-amine). RXN SMILES: [NH2:1][C:2]1[C:3]([C:13]([NH:15][NH:16][C:17](=O)[C:18]([CH3:34])([O:23][Si:24]([CH:31]([CH3:33])[CH3:32])([CH:28]([CH3:30])[CH3:29])[CH:25]([CH3:27])[CH3:26])[C:19]([F:22])([F:21])[F:20])=[O:14])=[N:4][C:5]([Br:12])=[C:6]([C:8]([F:11])([F:10])[F:9])[CH:7]=1.S(Cl)(C1C=CC(C)=CC=1)(=O)=O>C(Cl)Cl>[Br:12][C:5]1[N:4]=[C:3]([C:13]2[O:14][C:17]([C:18]([O:23][Si:24]([CH:25]([CH3:26])[CH3:27])([CH:28]([CH3:29])[CH3:30])[CH:31]([CH3:33])[CH3:32])([CH3:34])[C:19]([F:21])([F:22])[F:20])=[N:16][N:15]=2)[C:2]([NH2:1])=[CH:7][C:6]=1[C:8]([F:9])([F:10])[F:11]. Procedure: To a cooled (0° C.) solution of 3-amino-6-bromo-N′-(3,3,3-trifluoro-2-methyl-2-(triisopropylsilyloxy) propanoyl)-5-(trifluoromethyl)picolinohydrazide (5.42 g, 9.10 mmol) in DCM (50 ml) was added TEA (3.81 ml, 27.3 mmol). The resulting solution was stirred at 0° C. for 5 minutes and treated with Tosyl chloride (5.21 g, 27.3 mmol). The mixture was allowed to warm to RT and stirred for 48 h. The reaction mixture was partitioned between DCM (100 ml) and water (100 ml), phases shaken and separated. T... Run in CO (methanol), C(C)(=O)OCC (ethyl acetate). RXN SMILES: [C:1]1([CH2:7][C:8]2[CH:17]=[CH:16][C:15]([OH:18])=[C:14]3[C:9]=2[CH:10]=[CH:11][CH:12]=[N:13]3)[CH:6]=[CH:5][CH:4]=[CH:3][CH:2]=1>CO.C(OCC)(=O)C.[Pt]=O>[C:1]1([CH2:7][C:8]2[CH:17]=[CH:16][C:15]([OH:18])=[C:14]3[C:9]=2[CH2:10][CH2:11][CH2:12][NH:13]3)[CH:2]=[CH:3][CH:4]=[CH:5][CH:6]=1. Run at time 4 hour. Procedure: To a solution of 702.8 mg (2.99 mmol) of 5-(phenylmethyl)-8-quinolinol in 40 ml of methanol and 8 ml of ethyl acetate under nitrogen was added 200 mg of platinum oxide and the mixture was hydrogenated at 40 PSI for four hours. Filtration through a 0.4 μm polyester membrane filter followed by evaporation yielded 733.8 mg of a dark tan solid. Recrystallization from dichloromethane:hexane and then flash chromatography on 50 g of silica eluted with 3:7 ethyl acetate:petroleum ether provided 534.5 mg... The reagents and catalysts are [Pt]=O (platinum oxide). The product is C1(=CC=CC=C1)CC1=C2CCCNC2=C(C=C1)O (1,2,3,4-Tetrahydro-5-(phenylmethyl)-8-quinolinol). Yield: 102.6%. The reactants are C1(=CC=CC=C1)CC1=C2C=CC=NC2=C(C=C1)O (5-(phenylmethyl)-8-quinolinol). Starting materials: BrC(C1=CC=CC=C1)=C1CCN(CC1)C(C(=O)C1=CNC2=C(N=CC(=C12)OC)OC)=O (1-[4-(1-bromo-1-phenyl-methylene)-piperidin-1-yl]-2-(4,7-dimethoxy-6-azaindol-3-yl)-ethane-1,2-dione), N1=CC(=CC=C1)B(O)O (pyridine-3-boronic acid), C([O-])([O-])=O.[Na+].[Na+] (sodium carbonate), CCO (EtOH). Run in COCCOC (DME). Reaction conditions: temperature 90 celsius, time 18 hour. Yields the product C1(=CC=CC=C1)C(C1=NC=CC=C1)=C1CCN(CC1)C(C(=O)C1=CNC2=C(N=CC(=C12)OC)OC)=O (1-[4-(1-Phenyl-1-(pyridin-2-yl)-methylene)-piperidin-1-yl]-2-(4,7-dimethoxy-6-azaindol-3-yl)-ethane-1,2-dione). Isolated yield 36.8%. As a reaction SMILES: Br[C:2](=[C:9]1[CH2:14][CH2:13][N:12]([C:15](=[O:31])[C:16]([C:18]2[C:26]3[C:21](=[C:22]([O:29][CH3:30])[N:23]=[CH:24][C:25]=3[O:27][CH3:28])[NH:20][CH:19]=2)=[O:17])[CH2:11][CH2:10]1)[C:3]1[CH:8]=[CH:7][CH:6]=[CH:5][CH:4]=1.[N:32]1[CH:37]=[CH:36][CH:35]=[C:34](B(O)O)[CH:33]=1.C(=O)([O-])[O-].[Na+].[Na+].CCO>COCCOC>[C:3]1([C:2](=[C:9]2[CH2:14][CH2:13][N:12]([C:15](=[O:31])[C:16]([C:18]3[C:26]4[C:21](=[C:22]([O:29][CH3:30])[N:23]=[CH:24][C:25]=4[O:27][CH3:28])[NH:20][CH:19]=3)=[O:17])[CH2:11][CH2:10]2)[C:33]2[CH:34]=[CH:35][CH:36]=[CH:37][N:32]=2)[CH:8]=[CH:7][CH:6]=[CH:5][CH:4]=1 |f:2.3.4|. Reported procedure: To a solution of 1-[4-(1-bromo-1-phenyl-methylene)-piperidin-1-yl]-2-(4,7-dimethoxy-6-azaindol-3-yl)-ethane-1,2-dione (0.030 g, 0.062 mmole), pyridine-3-boronic acid (0.011 g, 0.093 mmol) in 4 mL of DME was added 2M sodium carbonate (0.12 mL, 0.24 mmol) and EtOH (1 mL) and the resulting mixture was degassed with a stream of Ar bubbles for 10 min. To this mixture was added Pd(dppf)2Cl2 (0.003 g, 5 mol %) and the reaction mixture was heated with stirring at 90° C. for 18 h. The cooled mixture was ... The reactants are solution, C(C)(C)[N-]C(C)C.[Li+] (lithium diisopropylamide), CN1C(CCC1)=O (N-methylpyrrolid-2-one), ice water, CO (methanol), ClC1=NC=C(C=C1)CCl (2-chloro-5-(chloromethyl)-pyridine). Run in C1CCCCC1 (cyclohexane), O1CCCC1 (tetrahydrofuran), O1CCCC1 (THF). Run at time 1 hour. Product: ClC1=NC=C(C=C1)CC1C(N(CC1)C)=O (3-(2-Chloropyrid-5-yl-methyl)-1-methyl-pyrrolid-2-one). RXN SMILES: C([N-]C(C)C)(C)C.[Li+].[CH3:9][N:10]1[CH2:14][CH2:13][CH2:12][C:11]1=[O:15].[Cl:16][C:17]1[CH:22]=[CH:21][C:20]([CH2:23]Cl)=[CH:19][N:18]=1.CO>C1CCCCC1.O1CCCC1>[Cl:16][C:17]1[CH:22]=[CH:21][C:20]([CH2:23][CH:12]2[CH2:13][CH2:14][N:10]([CH3:9])[C:11]2=[O:15])=[CH:19][N:18]=1 |f:0.1|. Reported procedure: Under an argon atmosphere at a temperature of from −78° C. to −60° C., 150 ml of a 1.5 molar solution of lithium diisopropylamide (LDA) in cyclohexane are added dropwise in the course of one hour to 20 g of N-methylpyrrolid-2-one in 50 ml of tetrahydrofuran (THF) and the reaction mixture is stirred at the same temperature for a further one hour. Then, at from −78° C. to −60° C., 25.0 g of 2-chloro-5-(chloromethyl)-pyridine in 40 ml of THF are added, and the mixture is stirred for a further 6 hou... Starting materials: S(=O)(Cl)Cl (thionyl chloride), [Cl-].[Na+] (sodium chloride), C(C1=CC=CC=C1)OCCCCO (4-benzyloxybutanol), Cl (HCl). Run in N1=CC=CC=C1 (pyridine), N1=CC=CC=C1 (pyridine). The product is ClCCCCOCC1=CC=CC=C1 (1-Chloro-4-benzyloxybutane). Yield: 69.5%. Reaction SMILES: [CH2:1]([O:8][CH2:9][CH2:10][CH2:11][CH2:12]O)[C:2]1[CH:7]=[CH:6][CH:5]=[CH:4][CH:3]=1.S(Cl)([Cl:16])=O.Cl.[Cl-].[Na+]>N1C=CC=CC=1>[Cl:16][CH2:12][CH2:11][CH2:10][CH2:9][O:8][CH2:1][C:2]1[CH:7]=[CH:6][CH:5]=[CH:4][CH:3]=1 |f:3.4|. Procedure details: A mixture of 4-benzyloxybutanol (64.8 g, 0.36 mol) in dry pyridine (200 ml) is stirred and heated to 50°-60° C. A solution of thionyl chloride (43 g, 0.36 mol) in pyridine (100 ml) is added slowly, and the mixture is kept at 60° C. for one more hour. After cooling to room temperature, the reaction mixture is poured into a mixture of ice and 2 N HCl. The mixture is saturated with sodium chloride, extracted with ether, and washed successively with water, 10% sodium bicarbonate, and water. Evaporat... Starting materials: CCOCC, ClCc1ccccc1, [NH2-], [Na], O=C1CCCCC1, O. The product is O=C1CCCCC1Cc1ccccc1. RXN SMILES: [CH3:19][CH2:20][O:21][CH2:22][CH3:23].[Cl:10][CH2:11][c:12]1[cH:13][cH:14][cH:15][cH:16][cH:17]1.[NH2-:2].[Na:1].[O:3]=[C:4]1[CH2:5][CH2:6][CH2:7][CH2:8][CH2:9]1.[OH2:18]>>[O:3]=[C:4]1[CH:5]([CH2:11][c:12]2[cH:13][cH:14][cH:15][cH:16][cH:17]2)[CH2:6][CH2:7][CH2:8][CH2:9]1. Starting materials: acid ( VIII ), CN1CC=2N(C3=CC=C(C=C3C2CC1)C)CC(=O)O (2-(2,6-dimethyl-3,4-dihydro-1H-pyrido[3,4-b]indol-9(2H)-yl)acetic acid), C1=NC=CC=2C3=CC=CC=C3NC12 (β-carboline). Run in CC(CCO)C (3-methylbutan-1-ol). Product: C1CCC(CC1)N=C=NC2CCCCC2 (DCC), compound 19, CN1CC=2N(C3=CC=C(C=C3C2CC1)C)CC(=O)OCCC(C)C (isopentyl 2-(2,6-dimethyl-3,4-dihydro-1H-pyrido[3,4-b]indol-9(2H)-yl)acetate). RXN SMILES: C1[C:13]2[NH:12][C:11]3[C:6](=[CH:7][CH:8]=[CH:9][CH:10]=3)[C:5]=2[CH:4]=[CH:3]N=1.[CH3:14][N:15]1[CH2:27][CH2:26][C:25]2[C:24]3[C:19](=[CH:20][CH:21]=[C:22]([CH3:28])[CH:23]=3)[N:18]([CH2:29][C:30]([OH:32])=[O:31])[C:17]=2[CH2:16]1>CC(C)CCO>[CH2:22]1[CH2:23][CH2:24][CH:19]([N:18]=[C:13]=[N:12][CH:11]2[CH2:6][CH2:7][CH2:8][CH2:9][CH2:10]2)[CH2:20][CH2:21]1.[CH3:14][N:15]1[CH2:27][CH2:26][C:25]2[C:24]3[C:19](=[CH:20][CH:21]=[C:22]([CH3:28])[CH:23]=3)[N:18]([CH2:29][C:30]([O:32][CH2:3][CH2:4][CH:5]([CH3:6])[CH3:13])=[O:31])[C:17]=2[CH2:16]1. Procedure details: Method for the preparation of compound 19 [isopentyl 2-(2,6-dimethyl-3,4-dihydro-1H-pyrido[3,4-b]indol-9(2H)-yl)acetate]: p-tolylhydrazine is alkylated with ethyl 2-bromoacetate to give the substituted phenylhydrazine, ethyl 2-(1-p-tolylhydrazinyl)acetate (III). The reaction of III with 4,4-dimethoxy-N-methylbutan-1-amine gives the indole derivative ethyl 2-(5-methyl-3-(2-(methylamino)ethyl)-1H-indol-1-yl)acetate (V). Effecting the indole to standard Pictet Spingler conditions with formaldehyde ... Starting materials: B, Cc1ccc([N+](=O)[O-])c(CC(=O)N2CCOCC2)c1, CSC, Cc1ccccc1. Yields the product Cc1ccc([N+](=O)[O-])c(CCN2CCOCC2)c1. As a reaction SMILES: [BH3:23].[CH3:1][c:2]1[cH:3][cH:4][c:5]([N+:17](=[O:18])[O-:19])[c:6]([CH2:8][C:9](=[O:10])[N:11]2[CH2:12][CH2:13][O:14][CH2:15][CH2:16]2)[cH:7]1.[CH3:20][S:21][CH3:22].[CH3:24][c:25]1[cH:26][cH:27][cH:28][cH:29][cH:30]1>>[CH3:1][c:2]1[cH:3][cH:4][c:5]([N+:17](=[O:18])[O-:19])[c:6]([CH2:8][CH2:9][N:11]2[CH2:12][CH2:13][O:14][CH2:15][CH2:16]2)[cH:7]1. Starting materials: BrCc1ccccc1, [K+], [K+], O=[N+]([O-])c1ncc[nH]1, O=C([O-])[O-], CN(C)C=O, O. Product: O=[N+]([O-])c1nccn1Cc1ccccc1. As a reaction SMILES: [CH2:1]([c:2]1[cH:3][cH:4][cH:5][cH:6][cH:7]1)[Br:8].[K+:10].[K+:9].[N+:15](=[O:16])([O-:17])[c:18]1[nH:19][cH:20][cH:21][n:22]1.[O-:11][C:12]([O-:13])=[O:14].[O:24]=[CH:25][N:26]([CH3:27])[CH3:28].[OH2:23]>>[CH2:1]([c:2]1[cH:3][cH:4][cH:5][cH:6][cH:7]1)[n:19]1[c:18]([N+:15](=[O:16])[O-:17])[n:22][cH:21][cH:20]1.